Dataset: the Open Reaction Database (ORD), a public repository of structured organic reaction records. Task: describe an organic reaction: reactants, conditions, products, and yield Procedure details: (R)-5-Amino-3-(N-methylpyrrolidin-2-ylmethyl)-1H-indole and 2,6-dichloro-3-nitropyridine were used. No base was used, and 2-propanol was used as solvent. This reaction mixture was stirred at room temperature was 1 hour. Then a solution of sodium hydride (5 eq) in 2-propanol was added dropwise to the above reaction mixture with cooling at 0° C. The resulting reaction mixture was stirred at room temperature under nitrogen for 2.5 hours. The reaction mixture was then evaporated under reduced pressu... Starting materials: NC=1C=C2C(=CNC2=CC1)C[C@@H]1N(CCC1)C ((R)-5-Amino-3-(N-methylpyrrolidin-2-ylmethyl)-1H-indole), CC(C)O (2-propanol), ClC1=NC(=CC=C1[N+](=O)[O-])Cl (2,6-dichloro-3-nitropyridine), [H-].[Na+] (sodium hydride), CC(C)O (2-propanol). As a reaction SMILES: [NH2:1][C:2]1[CH:3]=[C:4]2[C:8](=[CH:9][CH:10]=1)[NH:7][CH:6]=[C:5]2[CH2:11][C@H:12]1[CH2:16][CH2:15][CH2:14][N:13]1[CH3:17].Cl[C:19]1[C:24]([N+:25]([O-:27])=[O:26])=[CH:23][CH:22]=[C:21](Cl)[N:20]=1.[H-].[Na+].[CH3:31][CH:32]([OH:34])[CH3:33]>>[CH:32]([O:34][C:21]1[N:20]=[C:19]([NH:1][C:2]2[CH:3]=[C:4]3[C:8](=[CH:9][CH:10]=2)[NH:7][CH:6]=[C:5]3[CH2:11][CH:12]2[CH2:16][CH2:15][CH2:14][N:13]2[CH3:17])[C:24]([N+:25]([O-:27])=[O:26])=[CH:23][CH:22]=1)([CH3:33])[CH3:31] |f:2.3|. The yield is 42.0%. The product is C(C)(C)OC1=CC=C(C(=N1)NC=1C=C2C(=CNC2=CC1)CC1N(CCC1)C)[N+](=O)[O-] (5-(6-isopropoxy-3-nitropyrid-2-ylamino)-3-(N-methylpyrrolidin-2-ylmethyl)-1H-indole). Reaction conditions: time 1 hour. Reactants: C1(CC1)NC(NC1=CC(=C(OC2=C3C(=NC=C2)C=C(S3)C3=CC=C(C=N3)CN3CCN(CC3)C(=O)OC(C)(C)C)C=C1)F)=O (tert-butyl 4-((6-(7-(4-(3-cyclopropylureido)-2-fluorophenoxy)thieno[3,2-b]-pyridin-2-yl)pyridin-3-yl)methyl)piperazine-1-carboxylate), C(=O)(C(F)(F)F)O (TFA). Solvent: C(Cl)Cl (DCM). Product: C1(CC1)NC(=O)NC1=CC(=C(C=C1)OC1=C2C(=NC=C1)C=C(S2)C2=NC=C(C=C2)CN2CCNCC2)F (1-cyclopropyl-3-(3-fluoro-4-(2-(5-(piperazin-1-ylmethyl)pyridin-2-yl)thieno[3,2-b]-pyridin-7-yloxy)phenyl)urea). Yield: 100.7%. Reaction SMILES: [CH:1]1([NH:4][C:5](=[O:44])[NH:6][C:7]2[CH:42]=[CH:41][C:10]([O:11][C:12]3[CH:17]=[CH:16][N:15]=[C:14]4[CH:18]=[C:19]([C:21]5[N:26]=[CH:25][C:24]([CH2:27][N:28]6[CH2:33][CH2:32][N:31](C(OC(C)(C)C)=O)[CH2:30][CH2:29]6)=[CH:23][CH:22]=5)[S:20][C:13]=34)=[C:9]([F:43])[CH:8]=2)[CH2:3][CH2:2]1.C(O)(C(F)(F)F)=O>C(Cl)Cl>[CH:1]1([NH:4][C:5]([NH:6][C:7]2[CH:42]=[CH:41][C:10]([O:11][C:12]3[CH:17]=[CH:16][N:15]=[C:14]4[CH:18]=[C:19]([C:21]5[CH:22]=[CH:23][C:24]([CH2:27][N:28]6[CH2:29][CH2:30][NH:31][CH2:32][CH2:33]6)=[CH:25][N:26]=5)[S:20][C:13]=34)=[C:9]([F:43])[CH:8]=2)=[O:44])[CH2:3][CH2:2]1. Reported procedure: A solution of 48 (1.456 g, 2.35 mmol) and TFA (15 mL) in DCM (50 mL) was stirred at RT for 5 hr. The TFA was removed by co-evaporation with DCM, the residue was diluted with water, and the pH was adjusted to ˜12-13 with 1N NaOH. The resultant suspension was sonicated for 15 min. The solid was collected by filtration, rinsed with water and dried under high vacuum to afford the title compound 49 (1.227 g, traces of TEA) as an off-white fluffy solid. 1H NMR (400 MHz. DMSO-d6) δ (ppm): 8.76 (bs, 1H)... The product is CC1(C)OCc2cc(C(O)CN=[N+]=[N-])ccc2O1. Reactants: C1CCOC1, Cc1ccccc1, Cl, CC1(C)OCc2cc(C(=O)CN=[N+]=[N-])ccc2O1. RXN SMILES: [CH2:27]1[O:28][CH2:29][CH2:30][CH2:31]1.[CH3:20][c:21]1[cH:22][cH:23][cH:24][cH:25][cH:26]1.[ClH:19].[N:1](=[N+:2]=[N-:3])[CH2:4][C:5](=[O:6])[c:7]1[cH:8][c:9]2[c:10]([cH:17][cH:18]1)[O:11][C:12]([CH3:15])([CH3:16])[O:13][CH2:14]2>>[N:1](=[N+:2]=[N-:3])[CH2:4][CH:5]([OH:6])[c:7]1[cH:8][c:9]2[c:10]([cH:17][cH:18]1)[O:11][C:12]([CH3:15])([CH3:16])[O:13][CH2:14]2. Reactants: C(C1=CC=CC=C1)OC1=NC=C(C=C1)\C=C\[N+](=O)[O-] (2-benzyloxy-5-((E)-2-nitro-vinyl)-pyridine), [B-].[Na+] (sodium borohydrate), O (Water), Example 231-1-3, C(C)(=O)O (acetic acid). Run in CS(=O)C (dimethyl sulfoxide). Reaction conditions: time 30 minute. Yields the product C(C1=CC=CC=C1)OC1=NC=C(C=C1)CC[N+](=O)[O-] (2-Benzyloxy-5-(2-nitro-ethyl)pyridine). The yield is 40.7%. As a reaction SMILES: [CH2:1]([O:8][C:9]1[CH:14]=[CH:13][C:12](/[CH:15]=[CH:16]/[N+:17]([O-:19])=[O:18])=[CH:11][N:10]=1)[C:2]1[CH:7]=[CH:6][CH:5]=[CH:4][CH:3]=1.C(O)(=O)C.[B-].[Na+].O>CS(C)=O>[CH2:1]([O:8][C:9]1[CH:14]=[CH:13][C:12]([CH2:15][CH2:16][N+:17]([O-:19])=[O:18])=[CH:11][N:10]=1)[C:2]1[CH:7]=[CH:6][CH:5]=[CH:4][CH:3]=1 |f:2.3|. Procedure: To a solution of 2-benzyloxy-5-((E)-2-nitro-vinyl)-pyridine described in Manufacturing Example 231-1-3 (44.0 g, 172 mmol) and acetic acid (44.0 mL) in dimethyl sulfoxide (200 mL) was added sodium borohydrate (11.0 g, 275 mmol) at room temperature while cooling appropriately under nitrogen atmosphere, which was stirred for 30 minutes. Water was added to this reaction solution at room temperature while cooling appropriately, which was then partitioned into water and ethyl acetate. The organic laye...